This data is from the Open Reaction Database (ORD), a public repository of structured organic reaction records. The task is: describe an organic reaction: reactants, conditions, products, and yield Starting materials: NC1=C2C(=NC=N1)N(N=C2C2=CC=C(C=C2)OC2=CC=CC=C2)C2CN(CCC2)C(\C=C\C)=O ((E)-1-(3-(4-amino-3-(4-phenoxyphenyl)-1H-pyrazolo[3,4-d]pyrimidin-1-yl)piperidin-1-yl)but-2-en-1-one), Compound 10, NC1=C2C(=NC=N1)N(N=C2C2=CC=C(C=C2)OC2=CC=CC=C2)C2CN(CCC2)C(\C=C\CN(C)C)=O ((E)-1-(3-(4-amino-3-(4-phenoxyphenyl)-1H-pyrazolo[3,4-d]pyrimidin-1-yl)piperidin-1-yl)-4-(dimethylamino)but-2-en-1-one), NC1=C2C(=NC=N1)N(N=C2C2=CC=C(C=C2)OC2=CC=CC=C2)C2CN(CCC2)C(C#C)=O (1-(3-(4-amino-3-(4-phenoxyphenyl)-1H-pyrazolo[3,4-d]pyrimidin-1-yl)piperidin-1-yl)prop-2-yn-1-one), NC1=C2C(=NC=N1)N(N=C2C2=CC=C(C=C2)OC2=CC=CC=C2)[C@H]2CN(CCC2)C(C=C)=O (1-((R)-3-(4-amino-3-(4-phenoxyphenyl)-1H-pyrazolo[3,4-d]pyrimidin-1-yl)piperidin-1-yl)prop-2-en-1-one), NC1=C2C(=NC=N1)N(N=C2C2=CC=C(C=C2)OC2=CC=CC=C2)[C@@H]2CN(CC2)C(C=C)=O (1-((S)-3-(4-amino-3-(4-phenoxyphenyl)-1H-pyrazolo[3,4-d]pyrimidin-1-yl)pyrrolidin-1-yl)prop-2-en-1-one), NC1=C2C(=NC=N1)N(N=C2C2=CC=C(C=C2)OC2=CC=CC=C2)C2CCN(CC2)C(C=C)=O (1-(4-(4-amino-3-(4-phenoxyphenyl)-1H-pyrazolo[3,4-d]pyrimidin-1-yl)piperidin-1-yl)prop-2-en-1-one), NC1=C2C(=NC=N1)N(N=C2C2=CC=C(C=C2)OC2=CC=CC=C2)[C@@H]2CN(CC2)C(C=C)=O (1-((S)-3-(4-amino-3-(4-phenoxyphenyl)-1H-pyrazolo[3,4-d]pyrimidin-1-yl)pyrrolidin-1-yl)prop-2-en-1-one), N-((1s,4s)-4-(4-amino-3-(4-phenoxyphenyl)-1H-pyrazolo[3,4-d]pyrimidin-1-yl)cyclohexyl)acrylamide, NC1=C2C(=NC=N1)N(N=C2C2=CC=C(C=C2)OC2=CC=CC=C2)C2CCN(CC2)C(C=C)=O (1-(4-(4-amino-3-(4-phenoxyphenyl)-1H-pyrazolo[3,4-d]pyrimidin-1-yl)piperidin-1-yl)prop-2-en-1-one), NC1=C2C(=NC=N1)N(N=C2C2=CC=C(C=C2)OC2=CC=CC=C2)C2CN(CCC2)C(\C=C\C)=O ((E)-1-(3-(4-amino-3-(4-phenoxyphenyl)-1H-pyrazolo[3,4-d]pyrimidin-1-yl)piperidin-1-yl)but-2-en-1-one), NC1=C2C(=NC=N1)N(N=C2C2=CC=C(C=C2)OC2=CC=CC=C2)[C@@H]2CN(CCC2)C(C=C)=O (1-((S)-3-(4-amino-3-(4-phenoxyphenyl)-1H-pyrazolo[3,4-d]pyrimidin-1-yl)piperidin-1-yl)prop-2-en-1-one), NC1=C2C(=NC=N1)N(N=C2C2=CC=C(C=C2)OC2=CC=CC=C2)[C@@H]2CN(CCC2)C(C=C)=O (1-((S)-3-(4-amino-3-(4-phenoxyphenyl)-1H-pyrazolo[3,4-d]pyrimidin-1-yl)piperidin-1-yl)prop-2-en-1-one), NC1=C2C(=NC=N1)N(N=C2C2=CC=C(C=C2)OC2=CC=CC=C2)C2CN(CCC2)C(\C=C\CN(C)C)=O ((E)-1-(3-(4-amino-3-(4-phenoxyphenyl)-1H-pyrazolo[3,4-d]pyrimidin-1-yl)piperidin-1-yl)-4-(dimethylamino)but-2-en-1-one), NC1=C2C(=NC=N1)N(N=C2C2=CC=C(C=C2)OC2=CC=CC=C2)C2CN(CCC2)S(=O)(=O)C=C (1-(3-(4-amino-3-(4-phenoxyphenyl)-1H-pyrazolo[3,4-d]pyrimidin-1-yl)piperidin-1-yl)sulfonylethene), NC1=C2C(=NC=N1)N(N=C2C2=CC=C(C=C2)OC2=CC=CC=C2)[C@H]2CN(CC2)C(C=C)=O (1-((R)-3-(4-amino-3-(4-phenoxyphenyl)-1H-pyrazolo[3,4-d]pyrimidin-1-yl)pyrrolidin-1-yl)prop-2-en-1-one), NC1=C2C(=NC=N1)N(N=C2C2=CC=C(C=C2)OC2=CC=CC=C2)[C@H]2CN(CC2)C(C=C)=O (1-((R)-3-(4-amino-3-(4-phenoxyphenyl)-1H-pyrazolo[3,4-d]pyrimidin-1-yl)pyrrolidin-1-yl)prop-2-en-1-one), NC1=C2C(=NC=N1)N(N=C2C2=CC=C(C=C2)OC2=CC=CC=C2)[C@H]2CN(CCC2)C(C=C)=O (1-((R)-3-(4-amino-3-(4-phenoxyphenyl)-1H-pyrazolo[3,4-d]pyrimidin-1-yl)piperidin-1-yl)prop-2-en-1-one), NC1=C2C(=NC=N1)N(N=C2C2=CC=C(C=C2)OC2=CC=CC=C2)C2CN(CCC2)S(=O)(=O)C=C (1-(3-(4-amino-3-(4-phenoxyphenyl)-1H-pyrazolo[3,4-d]pyrimidin-1-yl)piperidin-1-yl)sulfonylethene), NC1=C2C(=NC=N1)N(N=C2C2=CC=C(C=C2)OC2=CC=CC=C2)C2CN(CCC2)C(C#C)=O (1-(3-(4-amino-3-(4-phenoxyphenyl)-1H-pyrazolo[3,4-d]pyrimidin-1-yl)piperidin-1-yl)prop-2-yn-1-one). Product: NC1=C2C(=NC=N1)N(N=C2C2=CC=C(C=C2)OC2=CC=CC=C2)C2CN(CCC2)C(C=C)=O (1-(3-(4-amino-3-(4-phenoxyphenyl)-1H-pyrazolo[3,4-d]pyrimidin-1-yl)piperidin-1yl)prop-2-en-1-one). As a reaction SMILES: [NH2:1][C:2]1[N:7]=[CH:6][N:5]=[C:4]2[N:8]([CH:24]3[CH2:29][CH2:28][CH2:27][N:26]([C:30](=[O:34])/[CH:31]=[CH:32]/C)[CH2:25]3)[N:9]=[C:10]([C:11]3[CH:16]=[CH:15][C:14]([O:17][C:18]4[CH:23]=[CH:22][CH:21]=[CH:20][CH:19]=4)=[CH:13][CH:12]=3)[C:3]=12.NC1N=CN=C2N(C3CCCN(S(C=C)(=O)=O)C3)N=C(C3C=CC(OC4C=CC=CC=4)=CC=3)C=12.NC1N=CN=C2N(C3CCCN(C(=O)C#C)C3)N=C(C3C=CC(OC4C=CC=CC=4)=CC=3)C=12.NC1N=CN=C2N(C3CCN(C(=O)C=C)CC3)N=C(C3C=CC(OC4C=CC=CC=4)=CC=3)C=12.NC1N=CN=C2N([C@@H]3CCN(C(=O)C=C)C3)N=C(C3C=CC(OC4C=CC=CC=4)=CC=3)C=12.NC1N=CN=C2N([C@H]3CCN(C(=O)C=C)C3)N=C(C3C=CC(OC4C=CC=CC=4)=CC=3)C=12.NC1N=CN=C2N([C@@H]3CCCN(C(=O)C=C)C3)N=C(C3C=CC(OC4C=CC=CC=4)=CC=3)C=12.NC1N=CN=C2N([C@H]3CCCN(C(=O)C=C)C3)N=C(C3C=CC(OC4C=CC=CC=4)=CC=3)C=12.NC1N=CN=C2N(C3CCCN(C(=O)/C=C/CN(C)C)C3)N=C(C3C=CC(OC4C=CC=CC=4)=CC=3)C=12>>[NH2:1][C:2]1[N:7]=[CH:6][N:5]=[C:4]2[N:8]([CH:24]3[CH2:29][CH2:28][CH2:27][N:26]([C:30](=[O:34])[CH:31]=[CH2:32])[CH2:25]3)[N:9]=[C:10]([C:11]3[CH:16]=[CH:15][C:14]([O:17][C:18]4[CH:19]=[CH:20][CH:21]=[CH:22][CH:23]=4)=[CH:13][CH:12]=3)[C:3]=12. Procedure: (E)-1-(3-(4-amino-3-(4-phenoxyphenyl)-1H-pyrazolo[3,4-d]pyrimidin-1-yl)piperidin-1-yl)but-2-en-1-one (Compound 5); 1-(3-(4-amino-3-(4-phenoxyphenyl)-1H-pyrazolo[3,4-d]pyrimidin-1-yl)piperidin-1-yl)sulfonylethene (Compound 6); 1-(3-(4-amino-3-(4-phenoxyphenyl)-1H-pyrazolo[3,4-d]pyrimidin-1-yl)piperidin-1-yl)prop-2-yn-1-one (Compound 8); 1-(4-(4-amino-3-(4-phenoxyphenyl)-1H-pyrazolo[3,4-d]pyrimidin-1-yl)piperidin-1-yl)prop-2-en-1-one (Compound 9); N-((1s,4s)-4-(4-amino-3-(4-phenoxyphenyl)-1H-pyraz... Reactants: BrC(C(=O)O)C(C)C (α-bromoisovaleric acid), C([O-])([O-])=O.[K+].[K+] (potassium carbonate), FC1=C(N)C=CC(=C1)C (2-fluoro-4-methylaniline), C1=CC=C2C(=C1)C(=O)OC2(C3=CC=C(C=C3)O)C4=CC=C(C=C4)O (phenophthalein), C[O-].[Na+] (sodium methoxide), [OH-].[Na+].CCOCC (sodium hydroxide ether). Run in CO (methanol), CN(C)P(=O)(N(C)C)N(C)C (HMPT). Yields the product FC1=C(C=CC(=C1)C)NC(C(=O)O)C(C)C (α-(2-fluoro-4-methylphenylamino)isovaleric acid). As a reaction SMILES: Br[CH:2]([CH:6]([CH3:8])[CH3:7])[C:3]([OH:5])=[O:4].C1C=C2C(OC(C3C=CC(O)=CC=3)(C3C=CC(O)=CC=3)C2=CC=1)=O.C[O-].[Na+].C(=O)([O-])[O-].[K+].[K+].[F:42][C:43]1[CH:49]=[C:48]([CH3:50])[CH:47]=[CH:46][C:44]=1[NH2:45].[OH-].[Na+].CCOCC>CO.CN(P(N(C)C)(N(C)C)=O)C>[F:42][C:43]1[CH:49]=[C:48]([CH3:50])[CH:47]=[CH:46][C:44]=1[NH:45][CH:2]([CH:6]([CH3:8])[CH3:7])[C:3]([OH:5])=[O:4] |f:2.3,4.5.6,8.9.10|. Procedure: A solution of α-bromoisovaleric acid (8.17 mmole) in methanol is titrated to the phenophthalein end point using sodium methoxide. The solvent is removed by rotoevaporation and then there is added potassium carbonate (1.69 g), 2-fluoro-4-methylaniline (16.38 mmole) and 3 ml HMPT. The reaction is heated at 60° for about 5 hours and then worked up with 5% sodium hydroxide/ether and washed with water (3×). The basic layer is acidified and extracted with ether, washed with water and brine, dried over... Starting materials: [Li] (lithium), [Co] (cobalt), [O-2].[O-2].[O-2].[O-2].[Co+2].[Co+3].[Co+3] (tricobalt tetraoxide), C([O-])([O-])=O.[Li+].[Li+] (lithium carbonate), [V+5] (vanadium (V)). The product is [O-2].[O-2].[O-2].[O-2].[Co+2].[Co+3].[Co+3] (tricobalt tetraoxide), [V] (vanadium), [Co] (cobalt). Reaction SMILES: C(=O)([O-])[O-:2].[Li+].[Li+].[Li].[O-2:8].[O-2].[O-2].[O-2].[Co+2:12].[Co+3].[Co+3].[V+5:15].[Co]>>[O-2:2].[O-2:8].[O-2:2].[O-2:2].[Co+2:12].[Co+3:12].[Co+3:12].[V:15].[Co:12] |f:0.1.2,4.5.6.7.8.9.10,13.14.15.16.17.18.19,^1:6|. Reported procedure: For the starting material, lithium carbonate (Li2CO3) was used as a lithium source, and (Cu0.999V0 001)3O4 which was a composite of tricobalt tetraoxide and vanadium (V) was used as a cobalt source. The composite of tricobalt tetraoxide and vanadium was obtained such that cobalt dissolved in an acid solution and vanadium were precipitated as a composite hydroxide and then were calcined at 300° C. Next, the lithium carbonate and the composite of tricobalt tetraoxide and vanadium were weighed out ...